From a dataset of the Open Reaction Database (ORD), a public repository of structured organic reaction records. describe an organic reaction: reactants, conditions, products, and yield The reactants are C[Si](C)(C)[N-][Si](C)(C)C.[Na+] (NaHMDS), C1(=CC=CC=C1)C(=N[C@@H](C)C(=O)OC)C1=CC=CC=C1 (methyl N-(diphenylmethylene)alaninate), BrC=1C=C(CBr)C=CC1 (3-bromo-benzyl bromide). The solvent is CN(C)C=O (DMF), CN(C)C=O (DMF). Product: BrC=1C=C(C[C@](N=C(C2=CC=CC=C2)C2=CC=CC=C2)(C(=O)OC)C)C=CC1 (methyl 3-bromo-N-(diphenylmethylene)-α-methylphenylalaninate). RXN SMILES: [C:1]1([C:7]([C:15]2[CH:20]=[CH:19][CH:18]=[CH:17][CH:16]=2)=[N:8][C@H:9]([C:11]([O:13][CH3:14])=[O:12])[CH3:10])[CH:6]=[CH:5][CH:4]=[CH:3][CH:2]=1.C[Si]([N-][Si](C)(C)C)(C)C.[Na+].[Br:31][C:32]1[CH:33]=[C:34]([CH:37]=[CH:38][CH:39]=1)[CH2:35]Br>CN(C=O)C>[Br:31][C:32]1[CH:33]=[C:34]([CH:37]=[CH:38][CH:39]=1)[CH2:35][C@@:9]([CH3:10])([C:11]([O:13][CH3:14])=[O:12])[N:8]=[C:7]([C:15]1[CH:16]=[CH:17][CH:18]=[CH:19][CH:20]=1)[C:1]1[CH:6]=[CH:5][CH:4]=[CH:3][CH:2]=1 |f:1.2|. Reported procedure: To a solution of methyl N-(diphenylmethylene)alaninate (2.6 g, 9.7 mmol) in DMF (20 mL) cooled to 0° C. was added NaHMDS (12.2 mL, 12.2 mmol, 1M in THF) slowly via syringe and the reaction mixture was stirred at 0° C. for 15 min at which point 3-bromo-benzyl bromide (2.55 g, 10.2 mmol) in DMF (10 mL) was added slowly via syringe. The reaction mixture was allowed to warm to rt over 16 h, quenched with aq NH4Cl and water, extracted with EtOAc, washed with aq LiCl (×3), dried over Na2SO4, concentra... The reactants are Cc1cnc(CN)cn1, Cc1nc(N2CC(C)N(Cc3ccc(F)cc3)C2=O)sc1C(=O)O, Cc1nc(N2CC(C)N(Cc3cc(F)cc(F)c3)C2=O)sc1C(=O)O, NCc1cccnc1. The product is Cc1cnc(CNC(=O)c2sc(N3CC(C)N(Cc4cc(F)cc(F)c4)C3=O)nc2C)cn1. As a reaction SMILES: [CH3:9][c:10]1[n:11][cH:12][c:13]([CH2:16][NH2:17])[n:14][cH:15]1.[F:18][c:19]1[cH:20][cH:21][c:22]([CH2:23][N:24]2[CH:25]([CH3:26])[CH2:27][N:28]([c:29]3[s:30][c:31]([C:32]([OH:33])=[O:34])[c:35]([CH3:36])[n:37]3)[C:38]2=[O:39])[cH:40][cH:41]1.[F:42][c:43]1[cH:44][c:45]([CH2:46][N:47]2[C:48](=[O:62])[N:49]([c:53]3[s:54][c:55]([C:59](=[O:60])[OH:61])[c:56]([CH3:58])[n:57]3)[CH2:50][CH:51]2[CH3:52])[cH:63][c:64]([F:66])[cH:65]1.[n:1]1[cH:2][cH:3][cH:4][c:5]([CH2:6][NH2:7])[cH:8]1>>[CH3:9][c:10]1[n:11][cH:12][c:13]([CH2:16][NH:17][C:59]([c:55]2[s:54][c:53]([N:49]3[C:48](=[O:62])[N:47]([CH2:46][c:45]4[cH:44][c:43]([F:42])[cH:65][c:64]([F:66])[cH:63]4)[CH:51]([CH3:52])[CH2:50]3)[n:57][c:56]2[CH3:58])=[O:60])[n:14][cH:15]1.